This data is from the Open Reaction Database (ORD), a public repository of structured organic reaction records. The task is: describe an organic reaction: reactants, conditions, products, and yield The reactants are CCOC(=O)c1ccc(C)c(Nc2nccc(-c3cnccn3)n2)c1, CCOC(=O)c1ccc(Nc2nccc(-c3cccnc3)n2)cc1. The product is Cc1ccc(C(=O)O)cc1Nc1nccc(-c2cnccn2)n1. RXN SMILES: [CH2:1]([CH3:2])[O:3][C:4]([c:5]1[cH:6][c:7]([NH:12][c:13]2[n:14][cH:15][cH:16][c:17](-[c:19]3[n:20][cH:21][cH:22][n:23][cH:24]3)[n:18]2)[c:8]([CH3:11])[cH:9][cH:10]1)=[O:25].[CH2:26]([O:27][C:28](=[O:29])[c:30]1[cH:31][cH:32][c:33]([NH:34][c:35]2[n:36][c:37](-[c:38]3[cH:39][n:40][cH:41][cH:42][cH:43]3)[cH:44][cH:45][n:46]2)[cH:47][cH:48]1)[CH3:49]>>[O:3]=[C:4]([c:5]1[cH:6][c:7]([NH:12][c:13]2[n:14][cH:15][cH:16][c:17](-[c:19]3[n:20][cH:21][cH:22][n:23][cH:24]3)[n:18]2)[c:8]([CH3:11])[cH:9][cH:10]1)[OH:25]. Reactants: N1C=NC=C1 (imidazole), BrCC(=O)OCC (ethyl bromoacetate). Run in CN(C=O)C (dimethylformamide). Reaction conditions: time 4 hour. Product: C(C)OC(CN1C=NC=C1)=O (2-imidazol-1-yl-acetic acid ethyl ester). The yield is 17.0%. As a reaction SMILES: [NH:1]1[CH:5]=[CH:4][N:3]=[CH:2]1.Br[CH2:7][C:8]([O:10][CH2:11][CH3:12])=[O:9]>CN(C)C=O>[CH2:11]([O:10][C:8](=[O:9])[CH2:7][N:1]1[CH:5]=[CH:4][N:3]=[CH:2]1)[CH3:12]. Procedure: 5.0 g (73.4 mmol) of imidazole and 3.36 ml(29.4 mmol) of ethyl bromoacetate were dissolved in 50 ml of dimethylformamide and stirred for 4 hours. Dimethylformamide was removed in vacuo. Then, 100 ml of ethyl acetate was added to the residue and it was washed with saturated sodium chloride solution. Removal of the organic solvent under reduced pressure provided 0.77 g(Yield: 17%) of the title compound. Starting materials: C1COCCN1, CC#N, Cc1ccc(C(=O)NC2CC2)cc1-c1cc2cnnc(Cl)c2s1. Yields the product Cc1ccc(C(=O)NC2CC2)cc1-c1cc2cnnc(N3CCOCC3)c2s1. Reaction SMILES: [CH2:24]1[CH2:25][O:26][CH2:27][CH2:28][NH:29]1.[CH3:30][C:31]#[N:32].[Cl:1][c:2]1[n:3][n:4][cH:5][c:6]2[c:7]1[s:8][c:9](-[c:11]1[cH:12][c:13]([C:14](=[O:15])[NH:16][CH:17]3[CH2:18][CH2:19]3)[cH:20][cH:21][c:22]1[CH3:23])[cH:10]2>>[c:2]1([N:29]2[CH2:24][CH2:25][O:26][CH2:27][CH2:28]2)[n:3][n:4][cH:5][c:6]2[c:7]1[s:8][c:9](-[c:11]1[cH:12][c:13]([C:14](=[O:15])[NH:16][CH:17]3[CH2:18][CH2:19]3)[cH:20][cH:21][c:22]1[CH3:23])[cH:10]2. The reactants are ClCCl, O=[N+]([O-])c1ncccc1OCc1ccccc1CO, O=S(Cl)Cl. The product is O=[N+]([O-])c1ncccc1OCc1ccccc1CCl. RXN SMILES: [Cl:24][CH2:25][Cl:26].[OH:1][CH2:2][c:3]1[c:4]([CH2:5][O:6][c:7]2[c:8]([N+:13](=[O:14])[O-:15])[n:9][cH:10][cH:11][cH:12]2)[cH:16][cH:17][cH:18][cH:19]1.[S:20]([Cl:21])([Cl:22])=[O:23]>>[CH2:2]([c:3]1[c:4]([CH2:5][O:6][c:7]2[c:8]([N+:13](=[O:14])[O-:15])[n:9][cH:10][cH:11][cH:12]2)[cH:16][cH:17][cH:18][cH:19]1)[Cl:22]. The reactants are [BH4-], CCO, [Cl-], [Na+], [Na+], O, CCOC(=O)CC(=O)CC(O)CCc1cccc2ccccc12, O=S(=O)(O)O. The product is CCOC(=O)CC(O)CC(O)CCc1cccc2ccccc12. RXN SMILES: [BH4-:24].[CH3:33][CH2:34][OH:35].[Cl-:32].[Na+:25].[Na+:31].[OH2:36].[OH:1][CH:2]([CH2:3][C:4]([CH2:5][C:6](=[O:7])[O:8][CH2:9][CH3:10])=[O:11])[CH2:12][CH2:13][c:14]1[cH:15][cH:16][cH:17][c:18]2[cH:19][cH:20][cH:21][cH:22][c:23]12.[S:26](=[O:27])(=[O:28])([OH:29])[OH:30]>>[OH:1][CH:2]([CH2:3][CH:4]([CH2:5][C:6](=[O:7])[O:8][CH2:9][CH3:10])[OH:11])[CH2:12][CH2:13][c:14]1[cH:15][cH:16][cH:17][c:18]2[cH:19][cH:20][cH:21][cH:22][c:23]12. Starting materials: [OH-].[Na+] (sodium hydroxide), C([O-])([O-])=O.[K+].[K+] (potassium carbonate), FC=1C=C(CBr)C=CC1F (3,4-difluorobenzyl bromide), C1=CC(=CC=C1/C=C/C(=O)O)O (p-cumaric acid), Cl (hydrochloric acid). Solvent: CC(=O)CC (ethyl methyl ketone), C1CCOC1 (THF). Run at temperature 50 celsius. Yields the product FC=1C=C(COC2=CC=C(C=C2)C=CC(=O)O)C=CC1F (3-[4-(3,4-Difluoro-benzyloxy)-phenyl]-acrylic acid). Yield: 73.4%. RXN SMILES: [CH:1]1[C:6](/[CH:7]=[CH:8]/[C:9]([OH:11])=[O:10])=[CH:5][CH:4]=[C:3]([OH:12])[CH:2]=1.C(=O)([O-])[O-].[K+].[K+].[F:19][C:20]1[CH:21]=[C:22]([CH:25]=[CH:26][C:27]=1[F:28])[CH2:23]Br.[OH-].[Na+].Cl>C1COCC1.CC(CC)=O>[F:19][C:20]1[CH:21]=[C:22]([CH:25]=[CH:26][C:27]=1[F:28])[CH2:23][O:12][C:3]1[CH:4]=[CH:5][C:6]([CH:7]=[CH:8][C:9]([OH:11])=[O:10])=[CH:1][CH:2]=1 |f:1.2.3,5.6|. Procedure details: 2.5 g (15.2 mmol) p-cumaric acid is dissolved 100 ml ethyl methyl ketone. 4.21 g (30.5 mmol) potassium carbonate and 6.31 g (30.5 mmol) 3,4-difluorobenzyl bromide are added and the reaction mixture is hold at 70° C. over night. Dilution with water and extraction with ethyl acetate leaves a solid which is recrystallised from diethyl ether/n-hexane. The crude ester so obtained is dissolved in 100 ml THF and treated with 30.5 ml (30.5 mmol) of an aqueous 1 N sodium hydroxide solution. The mixture i... Yields the product CN1C(=O)C(NC(=O)C(Cc2ccccc2)C(=O)NCc2cc(F)cc(F)c2)c2ccccc2-c2ccccc21. As a reaction SMILES: [F:19][c:20]1[cH:21][c:22]([CH2:23][NH:24][C:25]([CH:26]([C:27](=[O:28])[OH:29])[CH2:30][c:31]2[cH:32][cH:33][cH:34][cH:35][cH:36]2)=[O:37])[cH:38][c:39]([F:41])[cH:40]1.[NH2:1][CH:2]1[c:3]2[c:4]([cH:15][cH:16][cH:17][cH:18]2)-[c:5]2[c:6]([cH:11][cH:12][cH:13][cH:14]2)[N:7]([CH3:10])[C:8]1=[O:9]>>[NH:1]([CH:2]1[c:3]2[c:4]([cH:15][cH:16][cH:17][cH:18]2)-[c:5]2[c:6]([cH:11][cH:12][cH:13][cH:14]2)[N:7]([CH3:10])[C:8]1=[O:9])[C:27]([CH:26]([C:25]([NH:24][CH2:23][c:22]1[cH:21][c:20]([F:19])[cH:40][c:39]([F:41])[cH:38]1)=[O:37])[CH2:30][c:31]1[cH:32][cH:33][cH:34][cH:35][cH:36]1)=[O:28]. The reactants are O=C(O)C(Cc1ccccc1)C(=O)NCc1cc(F)cc(F)c1, CN1C(=O)C(N)c2ccccc2-c2ccccc21. Starting materials: BrC=1C(=C(C(N(C1)C1=C(C=CC=C1F)F)=O)C#N)Cl (5-bromo-4-chloro-1-(2,6-difluorophenyl)-2-oxo-1,2-dihydropyridine-3-carbonitrile), O.NN (hydrazine monohydrate). Run in C(C)O (ethanol). Run at temperature 90 celsius. The product is NC1=NNC2=C1C(N(C=C2Br)C2=C(C=CC=C2F)F)=O (3-amino-7-bromo-5-(2,6-difluorophenyl)-1,5-dihydro-4H-pyrazolo[4,3-c]pyridin-4-one). Reaction SMILES: [Br:1][C:2]1[C:3](Cl)=[C:4]([C:17]#[N:18])[C:5](=O)[N:6]([C:8]2[C:13]([F:14])=[CH:12][CH:11]=[CH:10][C:9]=2[F:15])[CH:7]=1.[OH2:20].[NH2:21][NH2:22]>C(O)C>[NH2:18][C:17]1[C:4]2[C:5](=[O:20])[N:6]([C:8]3[C:13]([F:14])=[CH:12][CH:11]=[CH:10][C:9]=3[F:15])[CH:7]=[C:2]([Br:1])[C:3]=2[NH:22][N:21]=1 |f:1.2|. Procedure: To a solution of 5-bromo-4-chloro-1-(2,6-difluorophenyl)-2-oxo-1,2-dihydropyridine-3-carbonitrile obtained in Step F (270 mg) in ethanol (10 mL) was added hydrazine monohydrate (0.135 mL) at room temperature. The reaction mixture was heated overnight at 90° C., and cooled to room temperature. The reaction mixture was concentrated under reduced pressure, to the residue was added water, and the mixture was extracted with ethyl acetate. The extract was dried over anhydrous sodium sulfate, and the s... The reactants are C(=O)(C(F)(F)F)O (TFA), COC(C(C(C1=CC=C(C=C1)OCC1=CC(=NC2=CC=CC=C12)C)O)C)=O (3-Hydroxy-2-methyl-3-[4-(2-methyl-quinolin-4-ylmethoxy)-phenyl]-propionic acid methyl ester), [OH-].[K+].NO.CO (KOH NH2OH MeOH). Reaction conditions: time 1 hour. The product is C(=O)(C(F)(F)F)O (TFA), OC(C(C(=O)NO)C)C1=CC=C(C=C1)OCC1=CC(=NC2=CC=CC=C12)C (3,N-Dihydroxy-2-methyl-3-[4-(2-methyl-quinolin-4-ylmethoxy)-phenyl]-propionamide). RXN SMILES: C[O:2][C:3](=O)[CH:4]([CH3:26])[CH:5]([OH:25])[C:6]1[CH:11]=[CH:10][C:9]([O:12][CH2:13][C:14]2[C:23]3[C:18](=[CH:19][CH:20]=[CH:21][CH:22]=3)[N:17]=[C:16]([CH3:24])[CH:15]=2)=[CH:8][CH:7]=1.[OH-:28].[K+].[NH2:30]O.CO.[C:34]([OH:40])([C:36]([F:39])([F:38])[F:37])=[O:35]>>[C:34]([OH:40])([C:36]([F:39])([F:38])[F:37])=[O:35].[OH:25][CH:5]([C:6]1[CH:11]=[CH:10][C:9]([O:12][CH2:13][C:14]2[C:23]3[C:18](=[CH:19][CH:20]=[CH:21][CH:22]=3)[N:17]=[C:16]([CH3:24])[CH:15]=2)=[CH:8][CH:7]=1)[CH:4]([CH3:26])[C:3]([NH:30][OH:28])=[O:2] |f:1.2.3.4|. Procedure: 3-Hydroxy-2-methyl-3-[4-(2-methyl-quinolin-4-ylmethoxy)-phenyl]-propionic acid methyl ester (0.10 g, 0.27 mmol) was added to a solution of KOH/NH2OH/MeOH (2 mL) under a nitrogen atmosphere at room temperature. The reaction was stirred for 1 h and was acidified with TFA. The solution was concentrated and the product was purified by HPLC on a C-18 column eluting with an acetonitrile:water:TFA gradient to give the title compound as two separated diasteromers (0.063 g, 48%) and (0.035 g, 27%) as a w...